describe an organic reaction: reactants, conditions, products, and yield From a dataset of the Open Reaction Database (ORD), a public repository of structured organic reaction records. Starting materials: ClC=1C=NC=C(C1N1CCN(CC1)C(=O)OC(C)(C)C)[N+](=O)[O-] (tert-butyl 4-(3-chloro-5-nitropyridin-4-yl)piperazine-1-carboxylate). The reagents and catalysts are [Zn+2].[Br-].[Br-] (ZnBr2), [Pd] (Pd). The solvent is CO (methanol). Reaction conditions: time 4 hour. Yields the product NC=1C=NC=C(C1N1CCN(CC1)C(=O)OC(C)(C)C)Cl (tert-butyl 4-(3-amino-5-chloropyridin-4-yl)piperazine-1-carboxylate). As a reaction SMILES: [Cl:1][C:2]1[CH:3]=[N:4][CH:5]=[C:6]([N+:21]([O-])=O)[C:7]=1[N:8]1[CH2:13][CH2:12][N:11]([C:14]([O:16][C:17]([CH3:20])([CH3:19])[CH3:18])=[O:15])[CH2:10][CH2:9]1>CO.[Zn+2].[Br-].[Br-].[Pd]>[NH2:21][C:6]1[CH:5]=[N:4][CH:3]=[C:2]([Cl:1])[C:7]=1[N:8]1[CH2:9][CH2:10][N:11]([C:14]([O:16][C:17]([CH3:19])([CH3:18])[CH3:20])=[O:15])[CH2:12][CH2:13]1 |f:2.3.4|. Reported procedure: To a solution of tert-butyl 4-(3-chloro-5-nitropyridin-4-yl)piperazine-1-carboxylate (900 mg, 2.626 mmol) and ZnBr2 (118.3 mg, 28.16 μL, 0.5252 mmol) in methanol (27.00 mL) was added Pd on C (10%, wet, Degussa) (300 mg). The reaction mixture was stirred at RT for 4 h under an atmosphere of hydrogen (balloon). The catalyst was filtered off and the filtrate was concentrated in vacuo to yield tert-butyl 4-(3-amino-5-chloropyridin-4-yl)piperazine-1-carboxylate which was used without further purifica... The reactants are NC1=CC=C(CCN2CCC(CC2)COC(C2=CC=CC=C2)C2=CC=CC=C2)C=C1 (1-(4-Aminophenethyl)-4-(diphenylmethoxymethyl)piperidine), S(=O)(=O)(N)N (sulphamide). Run in O1CCOCC1 (dioxane). The product is C1(=CC=CC=C1)C(OCC1CCN(CC1)CCC1=CC=C(C=C1)NS(N)(=O)=O)C1=CC=CC=C1 (4-(Diphenylmethoxymethyl)-1-(4-sulphamoylaminophenethyl)piperidine). Isolated yield 41.7%. Reaction SMILES: [NH2:1][C:2]1[CH:30]=[CH:29][C:5]([CH2:6][CH2:7][N:8]2[CH2:13][CH2:12][CH:11]([CH2:14][O:15][CH:16]([C:23]3[CH:28]=[CH:27][CH:26]=[CH:25][CH:24]=3)[C:17]3[CH:22]=[CH:21][CH:20]=[CH:19][CH:18]=3)[CH2:10][CH2:9]2)=[CH:4][CH:3]=1.[S:31](N)([NH2:34])(=[O:33])=[O:32]>O1CCOCC1>[C:17]1([CH:16]([C:23]2[CH:28]=[CH:27][CH:26]=[CH:25][CH:24]=2)[O:15][CH2:14][CH:11]2[CH2:10][CH2:9][N:8]([CH2:7][CH2:6][C:5]3[CH:4]=[CH:3][C:2]([NH:1][S:31](=[O:33])(=[O:32])[NH2:34])=[CH:30][CH:29]=3)[CH2:13][CH2:12]2)[CH:18]=[CH:19][CH:20]=[CH:21][CH:22]=1. Procedure details: A solution of 1-(4-aminophenethyl)-4-(diphenylmethoxymethyl)piperidine (200 mg, 0.50 mmol) (see Example 21) and sulphamide (480 mg, 5.0 mmol) in dioxane (5 ml) was heated under reflux for 3 hours and evaporated. The residue was partitioned between ethyl acetate and 10% aqueous potassium carbonate solution and the layers separated. The aqueous layer was extracted into ethyl acetate and the combined organic layers were dried over magnesium sulphate and evaporated. The residue was purified by chrom... Starting materials: ClC1=NC=C(C(=N1)NC1=CC(=CC=C1)O)F (2-chloro-5-fluoro-N4-(3-hydroxyphenyl)-4-pyrimidineamine), N1N=NN=C1C=1C=C(N)C=CC1 (3-(tetrazol-5-yl)aniline). The product is FC=1C(=NC(=NC1)NC1=CC(=CC=C1)C1=NN=NN1)NC1=CC(=CC=C1)O (5-fluoro-N4-(3-hydroxyphenyl)-N2-[3-(tetrazol-5-yl)phenyl]-2,4-pyrimidinediamine). Reaction SMILES: Cl[C:2]1[N:7]=[C:6]([NH:8][C:9]2[CH:14]=[CH:13][CH:12]=[C:11]([OH:15])[CH:10]=2)[C:5]([F:16])=[CH:4][N:3]=1.[NH:17]1[C:21]([C:22]2[CH:23]=[C:24]([CH:26]=[CH:27][CH:28]=2)[NH2:25])=[N:20][N:19]=[N:18]1>>[F:16][C:5]1[C:6]([NH:8][C:9]2[CH:14]=[CH:13][CH:12]=[C:11]([OH:15])[CH:10]=2)=[N:7][C:2]([NH:25][C:24]2[CH:26]=[CH:27][CH:28]=[C:22]([C:21]3[NH:20][N:19]=[N:18][N:17]=3)[CH:23]=2)=[N:3][CH:4]=1. Reported procedure: In like manner to the preparation of N4-(3-chloro-4-trifluoromethoxyphenyl)-5-fluoro-N2-(3-hydroxyphenyl)-2,4-pyrimidineamine, the reaction of 2-chloro-5-fluoro-N4-(3-hydroxyphenyl)-4-pyrimidineamine with 3-(tetrazol-5-yl)aniline gave 5-fluoro-N4-(3-hydroxyphenyl)-N2-[3-(tetrazol-5-yl)phenyl]-2,4-pyrimidinediamine. 1H NMR (DMSO-d6): δ 10.05 (bs, 1H), 9.80 (bs, 1H), 8.27 (s, 1H), 8.23 (d, 1H, J=3.3 Hz), 7.86 (d, 1H, J=8.1 Hz) 7.65 (d, 1H, J=6.9 Hz), 7.44 (t, 1H, J=7.5 Hz), 7.19 (m, 2H), 6.93 (t, ...